From a dataset of the Open Reaction Database (ORD), a public repository of structured organic reaction records. describe an organic reaction: reactants, conditions, products, and yield Starting materials: N1=CC=CC2=CC=CC=C12 (quinoline), (R/S)-9-chloro-1,2-dihydro-5-hydroxy-2,2,4-trimethyl-5H-chromono[3,4-f]quinoline, CC(C)C[AlH]CC(C)C (DIBAL), (R/S)-9-Chloro-1,2-dihydro-5-methoxy-2,2,4-trimethyl-5H-chromono[3,4-f]quinoline, Compound 319, ClC=1C=CC(=C(C1)C=1C(=C2C(=CC(NC2=CC1)(C)C)C)CO)O (6-(5-chloro-2-hydroxyphenyl)-1,2-dihydro-5-hydroxymethyl-2,2,4-trimethylquinoline). Run in C1CCOC1 (THF). Run at temperature -40 celsius. Product: ClC1=CC2=C(C=C1)OC(C1=C3C(=CC(NC3=CC=C12)(C)C)C)O ((R/S)-9-chloro-1,2-dihydro-5-hydroxy-2,2,4-trimethyl-5H-chromeno[3,4-f]quinoline), ClC=1C=CC(=C(C1)C=1C(=C2C(=CC(NC2=CC1)(C)C)C)CO)O (6-(5-chloro-2-hydroxyphenyl)-1,2-dihydro-5-hydroxymethyl-2,2,4-trimethylquinoline). Reaction SMILES: [Cl:1][C:2]1[CH:3]=[CH:4][C:5]([OH:23])=[C:6]([C:8]2[C:9]([CH2:21][OH:22])=[C:10]3[C:15](=[CH:16][CH:17]=2)[NH:14][C:13]([CH3:19])([CH3:18])[CH:12]=[C:11]3[CH3:20])[CH:7]=1.N1C2C(=CC=CC=2)C=CC=1.CC(C[AlH]CC(C)C)C>C1COCC1>[Cl:1][C:2]1[CH:3]=[CH:4][C:5]2[O:23][CH:21]([OH:22])[C:9]3[C:8]([C:6]=2[CH:7]=1)=[CH:17][CH:16]=[C:15]1[C:10]=3[C:11]([CH3:20])=[CH:12][C:13]([CH3:19])([CH3:18])[NH:14]1.[Cl:1][C:2]1[CH:3]=[CH:4][C:5]([OH:23])=[C:6]([C:8]2[C:9]([CH2:21][OH:22])=[C:10]3[C:15](=[CH:16][CH:17]=2)[NH:14][C:13]([CH3:19])([CH3:18])[CH:12]=[C:11]3[CH3:20])[CH:7]=1. Reported procedure: (R/S)-9-Chloro-1,2-dihydro-5-methoxy-2,2,4-trimethyl-5H-chromono[3,4-f]quinoline (Compound 319, structure 47 of Scheme XIV, where R1 =H, R2 =chloro, R3 =methyl, X=O) (R/S)-9-chloro-1,2-dihydro-5-hydroxy-2,2,4-trimethyl-5H-chromono[3,4-f]quinoline (structure 46 of Scheme XIV, where R1 =H, R2 =chloro) and 6-(5-chloro-2-hydroxyphenyl)-1,2-dihydro-5-hydroxymethyl-2,2,4-trimethylquinoline (structure 94 of Scheme XXV, where R1-2 =R4-6 =H, R3 =chloro, R7-9 =methyl). Compound 209 (EXAMPLE 109) (100 mg, ... Reactants: BrC1=C(C(=CC=C1)CBr)C (1-bromo-3-(bromomethyl)-2-methylbenzene), N1C=NC2=C1C=CC=C2 (1H-benzo[d]imidazole), C([O-])([O-])=O.[K+].[K+] (potassium carbonate). Solvent: C(C)#N (acetonitrile), CCOC(=O)C (EtOAc). Run at time 5 hour. Yields the product BrC=1C(=C(CN2C=NC3=C2C=CC=C3)C=CC1)C (1-(3-bromo-2-methylbenzyl)-1H-benzo[d]imidazole). The yield is 81.7%. RXN SMILES: [Br:1][C:2]1[CH:7]=[CH:6][CH:5]=[C:4]([CH2:8]Br)[C:3]=1[CH3:10].[NH:11]1[C:15]2[CH:16]=[CH:17][CH:18]=[CH:19][C:14]=2[N:13]=[CH:12]1.C(=O)([O-])[O-].[K+].[K+]>C(#N)C.CCOC(C)=O>[Br:1][C:2]1[C:3]([CH3:10])=[C:4]([CH:5]=[CH:6][CH:7]=1)[CH2:8][N:11]1[C:15]2[CH:16]=[CH:17][CH:18]=[CH:19][C:14]=2[N:13]=[CH:12]1 |f:2.3.4|. Procedure: A mixture of 1-bromo-3-(bromomethyl)-2-methylbenzene (250 mg, 0.947 mmol), 1H-benzo[d]imidazole (336 mg, 2.84 mmol) and potassium carbonate (131 mg, 0.947 mmol) in acetonitrile (5 mL) was stirred at rt for 5 h, The mixture was diluted with EtOAc and filtered, and the solid was washed with EtOAc. The filtrate was washed with water, dried and concentrated. The residue was purified by column chromatography (eluting with a gradient from 60:40 hexane-EtOAc to EtOAc), to provide 1-(3-bromo-2-methylben... Reactants: COc1cc2c(c(OC(C)=O)c1)C1CCC3(C)C(=O)CCC3C1CC2, C=C(C)OC(C)=O, O, Cc1ccc(S(=O)(=O)O)cc1. The product is COc1cc2c(c(OC(C)=O)c1)C1CCC3(C)C(OC(C)=O)=CCC3C1CC2. Reaction SMILES: [C:1]([CH3:2])(=[O:3])[O:4][c:5]1[cH:6][c:7]([O:24][CH3:25])[cH:8][c:9]2[c:22]1[CH:21]1[CH:12]([CH2:11][CH2:10]2)[CH:13]2[CH2:14][CH2:15][C:16](=[O:23])[C:17]2([CH3:18])[CH2:19][CH2:20]1.[C:26]([CH3:27])(=[O:28])[O:29][C:30]([CH3:31])=[CH2:32].[OH2:33].[c:34]1([CH3:35])[cH:36][cH:37][c:38]([S:39]([OH:40])(=[O:41])=[O:42])[cH:43][cH:44]1>>[C:1]([CH3:2])(=[O:3])[O:4][c:5]1[cH:6][c:7]([O:24][CH3:25])[cH:8][c:9]2[c:22]1[CH:21]1[CH:12]([CH2:11][CH2:10]2)[CH:13]2[CH2:14][CH:15]=[C:16]([O:23][C:26]([CH3:27])=[O:28])[C:17]2([CH3:18])[CH2:19][CH2:20]1.